From a dataset of the Open Reaction Database (ORD), a public repository of structured organic reaction records. describe an organic reaction: reactants, conditions, products, and yield The reactants are Cl (hydrochloric acid), C(N)(=O)C=1N=C(C(=NC1NC1=CC(=C(C=C1)N1CCN(CC1)C)C(F)(F)F)NC1CCC(CC1)C(=O)OC)CC (methyl 4-[(5-carbamoyl-3-ethyl-6-{[4-(4-methylpiperazin-1-yl)-3-(trifluoromethyl)phenyl]amino}pyrazin-2-yl)amino]cyclohexanecarboxylate), C1CCOC1 (THF), [OH-].[Na+] (sodium hydroxide). Solvent: CO (methanol). The product is C(N)(=O)C=1N=C(C(=NC1NC1=CC(=C(C=C1)N1CCN(CC1)C)C(F)(F)F)NC1CCC(CC1)C(=O)O)CC (4-[(5-carbamoyl-3-ethyl-6-{[4-(4-methylpiperazin-1-yl)-3-(trifluoromethyl)phenyl]amino}pyrazin-2-yl)amino]cyclohexanecarboxylic acid). Yield: 38.3%. As a reaction SMILES: [C:1]([C:4]1[N:5]=[C:6]([CH2:39][CH3:40])[C:7]([NH:28][CH:29]2[CH2:34][CH2:33][CH:32]([C:35]([O:37]C)=[O:36])[CH2:31][CH2:30]2)=[N:8][C:9]=1[NH:10][C:11]1[CH:16]=[CH:15][C:14]([N:17]2[CH2:22][CH2:21][N:20]([CH3:23])[CH2:19][CH2:18]2)=[C:13]([C:24]([F:27])([F:26])[F:25])[CH:12]=1)(=[O:3])[NH2:2].C1COCC1.[OH-].[Na+].Cl>CO>[C:1]([C:4]1[N:5]=[C:6]([CH2:39][CH3:40])[C:7]([NH:28][CH:29]2[CH2:34][CH2:33][CH:32]([C:35]([OH:37])=[O:36])[CH2:31][CH2:30]2)=[N:8][C:9]=1[NH:10][C:11]1[CH:16]=[CH:15][C:14]([N:17]2[CH2:18][CH2:19][N:20]([CH3:23])[CH2:21][CH2:22]2)=[C:13]([C:24]([F:25])([F:27])[F:26])[CH:12]=1)(=[O:3])[NH2:2] |f:2.3|. Procedure: To a mixture of methyl 4-[(5-carbamoyl-3-ethyl-6-{[4-(4-methylpiperazin-1-yl)-3-(trifluoromethyl)phenyl]amino}pyrazin-2-yl)amino]cyclohexanecarboxylate (Example 435) (126 mg), THF (2 mL) and methanol (2 mL), 10% aqueous sodium hydroxide (1 mL) was added and heated under reflux for 2 hours. To the reaction liquid, 10% hydrochloric acid was added to give a pH of about 7, and the resulting solid was collected by filtration. This solid was purified by silica gel column chromatography (eluent; chloro...